Task: describe an organic reaction: reactants, conditions, products, and yield. Dataset: the Open Reaction Database (ORD), a public repository of structured organic reaction records The reactants are CC(=O)OI1(C=2C=CC=CC2C(=O)O1)(OC(=O)C)OC(=O)C (Dess-Martin periodinane), S(=S)(=O)([O-])[O-].[Na+].[Na+] (sodium thiosulfate), O[C@@H](CNC(O[C@@H](C(C)(C)C)CN1C=NC2=C1C=C(C(=C2)Cl)Cl)=O)CNS(=O)(=O)C2=NC=CC=C2 ((1S)-1-[(5,6-dichloro-1H-benzimidazol-1-yl)methyl]-2,2-dimethylpropyl (2S)-2-hydroxy-3-[(2-pyridinylsulfonyl)amino]propylcarbamate), O[C@H](CNC(O[C@@H](C(C)(C)C)CN1C=NC2=C1C=C(C(=C2)Cl)Cl)=O)CNS(=O)(=O)C2=NC=CC=C2 ((1S)-1-[(5,6-dichloro-1H-benzimidazol-1-yl)methyl]-2,2-dimethylpropyl (2R)-2-hydroxy-3-[(2-pyridinylsulfonyl)amino]propylcarbamate), CC(=O)OI1(C=2C=CC=CC2C(=O)O1)(OC(=O)C)OC(=O)C (Dess-Martin periodinane), C([O-])(O)=O.[Na+] (sodium bicarbonate). The solvent is C(C)(=O)OCC (ethyl acetate), C(Cl)(Cl)Cl (chloroform). Run at time 1.25 hour. Product: O=C(CNC(O[C@@H](C(C)(C)C)CN1C=NC2=C1C=C(C(=C2)Cl)Cl)=O)CNS(=O)(=O)C2=NC=CC=C2 ((1S)-1-[(5,6-dichloro-1H-benzimidazol-1-yl)methyl]-2,2-dimethylpropyl 2oxo-3-[(2-pyridinylsulfonyl)amino]propylcarbamate). The yield is 9.3%. RXN SMILES: [OH:1][C@H:2]([CH2:25][NH:26][S:27]([C:30]1[CH:35]=[CH:34][CH:33]=[CH:32][N:31]=1)(=[O:29])=[O:28])[CH2:3][NH:4][C:5](=[O:24])[O:6][C@H:7]([CH2:12][N:13]1[C:17]2[CH:18]=[C:19]([Cl:23])[C:20]([Cl:22])=[CH:21][C:16]=2[N:15]=[CH:14]1)[C:8]([CH3:11])([CH3:10])[CH3:9].O[C@@H](CNS(C1C=CC=CN=1)(=O)=O)CNC(=O)O[C@H](CN1C2C=C(Cl)C(Cl)=CC=2N=C1)C(C)(C)C.CC(OI1(OC(C)=O)(OC(C)=O)OC(=O)C2C=CC=CC1=2)=O.S([O-])([O-])(=O)=S.[Na+].[Na+].C(=O)(O)[O-].[Na+]>C(Cl)(Cl)Cl.C(OCC)(=O)C>[O:1]=[C:2]([CH2:25][NH:26][S:27]([C:30]1[CH:35]=[CH:34][CH:33]=[CH:32][N:31]=1)(=[O:29])=[O:28])[CH2:3][NH:4][C:5](=[O:24])[O:6][C@H:7]([CH2:12][N:13]1[C:17]2[CH:18]=[C:19]([Cl:23])[C:20]([Cl:22])=[CH:21][C:16]=2[N:15]=[CH:14]1)[C:8]([CH3:10])([CH3:9])[CH3:11] |f:3.4.5,6.7|. Procedure details: To a solution of 43 mg (0.079 mmol) of (1S)-1-[(5,6-dichloro-1H-benzimidazol-1-yl)methyl]-2,2-dimethylpropyl (2S)-2-hydroxy-3-[(2-pyridinylsulfonyl)amino]propylcarbamate & (1S)-1-[(5,6-dichloro-1H-benzimidazol-1-yl)methyl]-2,2-dimethylpropyl (2R)-2-hydroxy-3-[(2-pyridinylsulfonyl)amino]propylcarbamate in 2 mL of chloroform was added 42 mg (0.1 mmol) of Dess-Martin periodinane, and the mixture was stirred at room temperature for 1.25 h. An additional portion of 21 mg (0.05 mmol) of Dess-Martin pe...